Dataset: the Open Reaction Database (ORD), a public repository of structured organic reaction records. Task: describe an organic reaction: reactants, conditions, products, and yield Reactants: S(O)(O)(=O)=O (sulfuric acid), C(C)S(=O)(=O)C1=CC=C(OC=2C(=CC3=C(NC(=N3)C3=NC=CC=C3)C2)C(C#N)O[Si](C)(C)C)C=C1 ((6-(4-(ethylsulfonyl)phenoxy)-2-pyridin-2-yl-1H-benzimidazol-5-yl)((trimethylsilyl)oxy)acetonitrile). Reaction conditions: time 3 hour. Product: C(C)S(=O)(=O)C1=CC=C(OC=2C(=CC3=C(NC(=N3)C3=NC=CC=C3)C2)C(C(=O)N)O)C=C1 (2-(6-(4-(ethylsulfonyl)phenoxy)-2-pyridin-2-yl-1H-benzimidazol-5-yl)-2-hydroxyacetamide). Reaction SMILES: S(=O)(=O)(O)[OH:2].[CH2:6]([S:8]([C:11]1[CH:40]=[CH:39][C:14]([O:15][C:16]2[C:17]([CH:31]([O:34][Si](C)(C)C)[C:32]#[N:33])=[CH:18][C:19]3[N:23]=[C:22]([C:24]4[CH:29]=[CH:28][CH:27]=[CH:26][N:25]=4)[NH:21][C:20]=3[CH:30]=2)=[CH:13][CH:12]=1)(=[O:10])=[O:9])[CH3:7]>>[CH2:6]([S:8]([C:11]1[CH:40]=[CH:39][C:14]([O:15][C:16]2[C:17]([CH:31]([OH:34])[C:32]([NH2:33])=[O:2])=[CH:18][C:19]3[N:23]=[C:22]([C:24]4[CH:29]=[CH:28][CH:27]=[CH:26][N:25]=4)[NH:21][C:20]=3[CH:30]=2)=[CH:13][CH:12]=1)(=[O:10])=[O:9])[CH3:7]. Reported procedure: 80% sulfuric acid (0.2 ml) was added to (6-(4-(ethylsulfonyl)phenoxy)-2-pyridin-2-yl-1H-benzimidazol-5-yl)((trimethylsilyl(oxy)acetonitrile (25 mg) obtained in Example 31 (step 1), and the reaction liquid was stirred at room temperature for 3 hours. The reaction mixture was purified through reversed-phase middle-pressure liquid chromatography (ODS-AS-360-CC (by YMC), mobile phase: water/acetonitrile/0.1% trifluoroacetic acid), and the resulting fraction was diluted with ethyl acetate, washed wit... Reactants: CC1(SC2=CC=C(C=C2C(=C1)OS(=O)(=O)C(F)(F)F)C#CC1=NC=C(C(=O)OCC)C=C1)C (ethyl 6-(2,2-dimethyl-4-trifluoromethanesulfonyloxy-(2H)-thiochromen-6-ylethynyl)-nicotinate), CC1=CC=C(C=C1)Br (4-methylbromobenzene), C(C)(C)(C)[Li] (tert-butyllithium), solution, CC1(SC2=CC=C(C=C2C(=C1)OS(=O)(=O)C(F)(F)F)C#CC1=NC=C(C(=O)OCC)C=C1)C (ethyl 6-(2,2-dimethyl-4-trifluoromethanesulfonyloxy-(2H)-thiochromen-6-ylethynyl)-nicotinate). Reagents/catalysts: C=1C=CC(=CC1)[P](C=2C=CC=CC2)(C=3C=CC=CC3)[Pd]([P](C=4C=CC=CC4)(C=5C=CC=CC5)C=6C=CC=CC6)([P](C=7C=CC=CC7)(C=8C=CC=CC8)C=9C=CC=CC9)[P](C=1C=CC=CC1)(C=1C=CC=CC1)C=1C=CC=CC1 (tetrakis(triphenylphosphine)palladium(0)), [Cl-].[Cl-].[Zn+2] (ZnCl2). Run in C1CCOC1 (THF), C1CCOC1 (THF), CCCCC (pentane), C1CCOC1 (THF). Yields the product CC1=CC=C(C=C1)C1=CC(SC2=CC=C(C=C12)C#CC1=NC=C(C(=O)OCC)C=C1)(C)C (Ethyl 6-[[4-(4-methylphenyl)-2,2-dimethyl-(2H)-thiochromen-6-yl]-ethynyl]nicotinate), EtOAc hexanes. Yield: 10.0%. As a reaction SMILES: [CH3:1][C:2]1[CH:7]=[CH:6][C:5](Br)=[CH:4][CH:3]=1.C([Li])(C)(C)C.[CH3:14][C:15]1([CH3:46])[CH:24]=[C:23](OS(C(F)(F)F)(=O)=O)[C:22]2[C:17](=[CH:18][CH:19]=[C:20]([C:33]#[C:34][C:35]3[CH:45]=[CH:44][C:38]([C:39]([O:41][CH2:42][CH3:43])=[O:40])=[CH:37][N:36]=3)[CH:21]=2)[S:16]1>C1COCC1.CCCCC.[Cl-].[Cl-].[Zn+2].C1C=CC([P]([Pd]([P](C2C=CC=CC=2)(C2C=CC=CC=2)C2C=CC=CC=2)([P](C2C=CC=CC=2)(C2C=CC=CC=2)C2C=CC=CC=2)[P](C2C=CC=CC=2)(C2C=CC=CC=2)C2C=CC=CC=2)(C2C=CC=CC=2)C2C=CC=CC=2)=CC=1>[CH3:1][C:2]1[CH:7]=[CH:6][C:5]([C:23]2[C:22]3[C:17](=[CH:18][CH:19]=[C:20]([C:33]#[C:34][C:35]4[CH:45]=[CH:44][C:38]([C:39]([O:41][CH2:42][CH3:43])=[O:40])=[CH:37][N:36]=4)[CH:21]=3)[S:16][C:15]([CH3:14])([CH3:46])[CH:24]=2)=[CH:4][CH:3]=1 |f:5.6.7,^1:63,65,84,103|. Reported procedure: A solution of 4-methylbromobenzene (280.0 mg, 1.64 mmol) in 2.0 mL of THF was cooled to -78° C. and tert-butyllithium (209.5 mg, 3.27 mmol, 1.9 ml of a 1.7M solution in pentane) was added to give a yellow solution. After 30 minutes a solution of ZnCl2 (680.0 mg, 5.0 mmol) in 4.0 mL THF was slowly added via cannula. The resulting solution was warmed to room temperature and transferred via cannula to a solution of ethyl 6-(2,2-dimethyl-4-trifluoromethanesulfonyloxy-(2H)-thiochromen-6-ylethynyl)-ni... Reported procedure: In the manner described in Example 37, a mixture of 2-hydrazino-5-(3-methoxyphenyl)pyridine and ethyl orthoacetate provides the product of the Example. Product: COC=1C=C(C=CC1)C=1C=CC=2N(C1)C(=NN2)C (6-(3-Methoxyphenyl)-3-methyl-1,2,4-triazolo[4,3-a]pyridine). Reactants: N(N)C1=NC=C(C=C1)C1=CC(=CC=C1)OC (2-hydrazino-5-(3-methoxyphenyl)pyridine), C(C)(OCC)([O-])[O-] (ethyl orthoacetate). Reaction SMILES: [NH:1]([C:3]1[CH:8]=[CH:7][C:6]([C:9]2[CH:14]=[CH:13][CH:12]=[C:11]([O:15][CH3:16])[CH:10]=2)=[CH:5][N:4]=1)[NH2:2].[C:17]([O-])([O-])(OCC)[CH3:18]>>[CH3:16][O:15][C:11]1[CH:10]=[C:9]([C:6]2[CH:7]=[CH:8][C:3]3[N:4]([C:17]([CH3:18])=[N:2][N:1]=3)[CH:5]=2)[CH:14]=[CH:13][CH:12]=1.